The task is: describe an organic reaction: reactants, conditions, products, and yield. This data is from the Open Reaction Database (ORD), a public repository of structured organic reaction records. Starting materials: CC1(OC(C(C(O1)=O)=CNC=1SC=C(C1)C1=CC(=CC=C1)OC)=O)C (2,2-dimethyl-5-[({4-[3-(methyloxy)phenyl]-2-thienyl}amino)methylidene]-1,3-dioxane-4,6-dione), C1(=CC=CC=C1)OC1=CC=CC=C1 (diphenyl ether). Run at temperature 220 celsius. The product is COC=1C=C(C=CC1)C1=CSC=2NC=CC(C21)=O (3-[3-(Methyloxy)phenyl]thieno[2,3-b]pyridin-4(7H)-one). The yield is 56.7%. As a reaction SMILES: CC1(C)O[C:6](=[O:8])[C:5](=[CH:9][NH:10][C:11]2[S:12][CH:13]=[C:14]([C:16]3[CH:21]=[CH:20][CH:19]=[C:18]([O:22][CH3:23])[CH:17]=3)[CH:15]=2)C(=O)O1.C1(OC2C=CC=CC=2)C=CC=CC=1>>[CH3:23][O:22][C:18]1[CH:17]=[C:16]([C:14]2[C:15]3[C:6](=[O:8])[CH:5]=[CH:9][NH:10][C:11]=3[S:12][CH:13]=2)[CH:21]=[CH:20][CH:19]=1. Procedure details: A mixture of 2,2-dimethyl-5-[({4-[3-(methyloxy)phenyl]-2-thienyl}amino)methylidene]-1,3-dioxane-4,6-dione (Description 41) (1.2 g, 3.34 mmol) and diphenyl ether (15 mL, 94 mmol) was heated at 220° C. for 1 h. After cooling to RT, the mixture was purified by chromatography on silica, eluting with a gradient of 0-100% ethyl acetate in DCM, to give the title compound (487 mg). LCMS (A) m/z: 258 [M+1]+, Rt 0.93 min (acidic). Starting materials: NC1[C@@H]2N(C(=CCS2)C(=O)OCC2=CC=C(C=C2)[N+](=O)[O-])C1=O (4-nitrobenzyl 7-amino-3-cephem-4-carboxylate), C[Si](C)(C)CC(=O)N (trimethylsilyl acetamide), NC1=NC(=NC=C1)C(C(=O)O)=NOC (2-(4-aminopyrimidin-2-yl)-2-methoxyiminoacetic acid), P(=O)(Cl)(Cl)Cl (phosphoryl chloride). Run in C(Cl)Cl (methylene chloride), CN(C=O)C (N,N-dimethylformamide), C(Cl)Cl (methylene chloride), C(Cl)Cl (methylene chloride). Conditions: temperature 3 celsius, time 30 minute. Yields the product NC1=NC(=NC=C1)C(C(=O)NC1[C@@H]2N(C(=CCS2)C(=O)OCC2=CC=C(C=C2)[N+](=O)[O-])C1=O)=NOC (4-nitrobenzyl 7-[2-(4-aminopyrimidin-2-yl)-2-methoxyiminoacetamido]-3-cephem-4-carboxylate). Isolated yield 67.0%. As a reaction SMILES: [NH2:1][C:2]1[CH:7]=[CH:6][N:5]=[C:4]([C:8](=[N:12][O:13][CH3:14])[C:9]([OH:11])=O)[N:3]=1.P(Cl)(Cl)(Cl)=O.[NH2:20][CH:21]1[C:41](=[O:42])[N:23]2[C:24]([C:28]([O:30][CH2:31][C:32]3[CH:37]=[CH:36][C:35]([N+:38]([O-:40])=[O:39])=[CH:34][CH:33]=3)=[O:29])=[CH:25][CH2:26][S:27][C@H:22]12.C[Si](CC(N)=O)(C)C>C(Cl)Cl.CN(C)C=O>[NH2:1][C:2]1[CH:7]=[CH:6][N:5]=[C:4]([C:8](=[N:12][O:13][CH3:14])[C:9]([NH:20][CH:21]2[C:41](=[O:42])[N:23]3[C:24]([C:28]([O:30][CH2:31][C:32]4[CH:33]=[CH:34][C:35]([N+:38]([O-:40])=[O:39])=[CH:36][CH:37]=4)=[O:29])=[CH:25][CH2:26][S:27][C@H:22]23)=[O:11])[N:3]=1. Procedure details: A mixture of 2-(4-aminopyrimidin-2-yl)-2-methoxyiminoacetic acid (syn isomer) (2.32 g) and phosphoryl chloride (4.6 g) in methylene chloride (15 ml) was stirred for 30 minutes at 3° C. To the mixture was added dropwise a solution of N,N-dimethylformamide (3.0 ml) in methylene chloride (15 ml) and stirred for 40 minutes at 3° C. A solution of 4-nitrobenzyl 7-amino-3-cephem-4-carboxylate (3.02 g) and trimethylsilyl acetamide (15 g) in methylene chloride (60 ml) was cooled to -5° C. and added to th... Reactants: C(C)(C)(C)OC([C@H](CNC(CNC(CCCC=1N=C(SC1)N)=O)=O)NS(=O)(=O)C1=CC=CC=C1)=O (4-(2-Aminothiazol-4-yl)butanoyl-glycyl-2(S)-phenylsulfonamido-β-alanine t-butyl ester), C(=O)(C(F)(F)F)O (TFA). Solvent: C(Cl)Cl (CH2Cl2). Product: NC=1SC=C(N1)CCCC(=O)NCC(=O)NC[C@@H](C(=O)O)NS(=O)(=O)C1=CC=CC=C1 (4-(2-Aminothiazol-4-yl)butanoyl-glycyl-2(S)-phenylsulfonamido-β-alanine). As a reaction SMILES: C([O:5][C:6](=[O:35])[C@@H:7]([NH:25][S:26]([C:29]1[CH:34]=[CH:33][CH:32]=[CH:31][CH:30]=1)(=[O:28])=[O:27])[CH2:8][NH:9][C:10](=[O:24])[CH2:11][NH:12][C:13](=[O:23])[CH2:14][CH2:15][CH2:16][C:17]1[N:18]=[C:19]([NH2:22])[S:20][CH:21]=1)(C)(C)C.C(O)(C(F)(F)F)=O>C(Cl)Cl>[NH2:22][C:19]1[S:20][CH:21]=[C:17]([CH2:16][CH2:15][CH2:14][C:13]([NH:12][CH2:11][C:10]([NH:9][CH2:8][C@H:7]([NH:25][S:26]([C:29]2[CH:30]=[CH:31][CH:32]=[CH:33][CH:34]=2)(=[O:28])=[O:27])[C:6]([OH:35])=[O:5])=[O:24])=[O:23])[N:18]=1. Procedure details: Ester 1-8 (365 mg, 0.69 mmol) was dissolved in CH2Cl2 (3.5 mL), then TFA (3.5 mL) was added. After 5 h the reaction mixture was concentrated, azeotroped with toluene, then purified by sequential flash chromatography (silica, 22:20:1:1 EtOAc/EtOH/H2O/NH4OH, then silica, 4:1:1 CH2Cl2 /MeOH/HOAc, then 7:1:1 CH2Cl2 /MeOH/HOAc), providing 1-9 as a white solid. The reactants are CC(C)(C)[Si](Cl)(c1ccccc1)c1ccccc1, CCOC(C)=O, Cl, COc1cc(CO)ccc1F, CN(C)C=O, c1c[nH]cn1. Product: COc1cc(CO[Si](c2ccccc2)(c2ccccc2)C(C)(C)C)ccc1F. Reaction SMILES: [C:17]([CH3:18])([CH3:19])([CH3:20])[Si:21]([c:22]1[cH:23][cH:24][cH:25][cH:26][cH:27]1)([c:28]1[cH:29][cH:30][cH:31][cH:32][cH:33]1)[Cl:34].[CH3:41][CH2:42][O:43][C:44](=[O:45])[CH3:46].[ClH:35].[F:1][c:2]1[c:3]([O:10][CH3:11])[cH:4][c:5]([CH2:8][OH:9])[cH:6][cH:7]1.[O:36]=[CH:37][N:38]([CH3:39])[CH3:40].[nH:12]1[cH:13][cH:14][n:15][cH:16]1>>[F:1][c:2]1[c:3]([O:10][CH3:11])[cH:4][c:5]([CH2:8][O:9][Si:21]([C:17]([CH3:18])([CH3:19])[CH3:20])([c:22]2[cH:23][cH:24][cH:25][cH:26][cH:27]2)[c:28]2[cH:29][cH:30][cH:31][cH:32][cH:33]2)[cH:6][cH:7]1. Starting materials: NC=1SC=C(C1C(=O)OCC)C (ethyl 2-amino-4-methylthiophene-3-carboxylate), C(C)OC=C(C(=O)OCC)C(=O)OCC (diethyl ethoxymethylenemalonate). Run at temperature 135 celsius. Yields the product C(C)OC(=O)C1=C(SC=C1C)NC=C(C(=O)OCC)C(=O)OCC (Diethyl 2-(((3-(Ethoxycarbonyl)-4-methylthien-2-yl)amino)methylene)malonate). Reaction SMILES: [NH2:1][C:2]1[S:3][CH:4]=[C:5]([CH3:12])[C:6]=1[C:7]([O:9][CH2:10][CH3:11])=[O:8].C(O[CH:16]=[C:17]([C:23]([O:25][CH2:26][CH3:27])=[O:24])[C:18]([O:20][CH2:21][CH3:22])=[O:19])C>>[CH2:10]([O:9][C:7]([C:6]1[C:5]([CH3:12])=[CH:4][S:3][C:2]=1[NH:1][CH:16]=[C:17]([C:18]([O:20][CH2:21][CH3:22])=[O:19])[C:23]([O:25][CH2:26][CH3:27])=[O:24])=[O:8])[CH3:11]. Procedure: A mixture of ethyl 2-amino-4-methylthiophene-3-carboxylate (5.23 g) and diethyl ethoxymethylenemalonate (5.71 mL) is heated to 135° C. for 3 h with a stream of nitrogen passing through the flask. The mixture is allowed to cool to room temperature. The resulting solid is recrystallized (EtOH, 250 mL) to afford 9.23 g of the title compound as yellow needles. Physical characteristics. M.p. 126-128° C.; 1H NMR (400 MHz, DMSO-d6) δ12.36, 8.08, 6.77, 4.34, 4.24, 4.15, 2.31, 1.34, 1.27, 1.25; MS (ESI+)... Starting materials: CCN=C=NCCCN(C)C.Cl (EDCl), compound, C=1C=CC2=C(C1)N=NN2O (HOBt), C1(CC1)S(=O)(=O)C1=CC=C(C=C1)C(C(=O)O)OC1CCOCC1 (2-(4-cyclopropanesulfonyl-phenyl)-2-[(tetrahydro-pyran-4-yloxy)]-acetic acid), C(C)OC(=O)C1CC2=C(N=C(S2)N)CC1 (2-Amino-4,5,6,7-tetrahydro-benzothiazole-6-carboxylic acid ethyl ester), CN1CCOCC1 (N-methyl morpholine). Solvent: CN(C)C=O (DMF). Product: C1(CC1)S(=O)(=O)C1=CC=C(C=C1)C(C(=O)NC=1SC2=C(N1)CCC(C2)C(=O)OC)OC2CCOCC2 (Methyl 2-[[2-(4-cyclopropylsulfonylphenyl)-2-tetrahydropyran-4-yloxy-acetyl]amino]-4,5,6,7-tetrahydro-1,3-benzothiazole-6-carboxylate). Yield: 41.1%. As a reaction SMILES: [CH:1]1([S:4]([C:7]2[CH:12]=[CH:11][C:10]([CH:13]([O:17][CH:18]3[CH2:23][CH2:22][O:21][CH2:20][CH2:19]3)[C:14]([OH:16])=O)=[CH:9][CH:8]=2)(=[O:6])=[O:5])[CH2:3][CH2:2]1.[CH2:24]([O:26][C:27]([CH:29]1[CH2:38][CH2:37][C:32]2[N:33]=[C:34]([NH2:36])[S:35][C:31]=2[CH2:30]1)=[O:28])C.C1C=CC2N(O)N=NC=2C=1.CCN=C=NCCCN(C)C.Cl.CN1CCOCC1>CN(C=O)C>[CH:1]1([S:4]([C:7]2[CH:12]=[CH:11][C:10]([CH:13]([O:17][CH:18]3[CH2:23][CH2:22][O:21][CH2:20][CH2:19]3)[C:14]([NH:36][C:34]3[S:35][C:31]4[CH2:30][CH:29]([C:27]([O:26][CH3:24])=[O:28])[CH2:38][CH2:37][C:32]=4[N:33]=3)=[O:16])=[CH:9][CH:8]=2)(=[O:6])=[O:5])[CH2:2][CH2:3]1 |f:3.4|. Procedure details: The compound of example A6 was obtained by similar method described in example A1 using 2-(4-cyclopropanesulfonyl-phenyl)-2-[(tetrahydro-pyran-4-yloxy)]-acetic acid (Preparation 4, 0.340 g, 1.0 mmol), 2-Amino-4,5,6,7-tetrahydro-benzothiazole-6-carboxylic acid ethyl ester (Preparation 49; 0.286 g, 1.0 mmol), HOBt (0.162 g, 1.2 mmol), and EDCl (0.229 g, 1.2 mmol), N-methyl morpholine (0.36 g, 3.58 mmol) in DMF (6 mL) to provide the title compound (0.22 g). Starting materials: C(C)(C)(C)OC(=O)N1CCC(CC1)NC1=C2C(=NC=C1[N+](=O)[O-])N(C=C2)S(=O)(=O)C2=CC=CC=C2 (4-(1-benzenesulfonyl-5-nitro-1H-pyrrolo[2,3-b]pyridine-4-ylamino)-piperidine-1-carboxylic acid tert-butyl ester). The reagents and catalysts are [OH-].[Pd+2].[OH-] (Palladium hydroxide). The solvent is C(C)(=O)O (acetic acid). Run at temperature 50 celsius, time 18 hour. The product is C(C)(C)(C)OC(=O)N1CCC(CC1)NC1=C2C(=NC=C1N)N(C=C2)S(=O)(=O)C2=CC=CC=C2 (4-(5-amino-1-benzenesulfonyl-1H-pyrrolo[2,3-b]pyridine-4-ylamino)-piperidine-1-carboxylic acid tert-butyl ester). Isolated yield 81.6%. RXN SMILES: [C:1]([O:5][C:6]([N:8]1[CH2:13][CH2:12][CH:11]([NH:14][C:15]2[C:20]([N+:21]([O-])=O)=[CH:19][N:18]=[C:17]3[N:24]([S:27]([C:30]4[CH:35]=[CH:34][CH:33]=[CH:32][CH:31]=4)(=[O:29])=[O:28])[CH:25]=[CH:26][C:16]=23)[CH2:10][CH2:9]1)=[O:7])([CH3:4])([CH3:3])[CH3:2]>C(O)(=O)C.[OH-].[Pd+2].[OH-]>[C:1]([O:5][C:6]([N:8]1[CH2:9][CH2:10][CH:11]([NH:14][C:15]2[C:20]([NH2:21])=[CH:19][N:18]=[C:17]3[N:24]([S:27]([C:30]4[CH:35]=[CH:34][CH:33]=[CH:32][CH:31]=4)(=[O:28])=[O:29])[CH:25]=[CH:26][C:16]=23)[CH2:12][CH2:13]1)=[O:7])([CH3:4])([CH3:2])[CH3:3] |f:2.3.4|. Procedure: Palladium hydroxide (20% wt on carbon, 2.2 g) was added to a solution of 4-(1-benzenesulfonyl-5-nitro-1H-pyrrolo[2,3-b]pyridine-4-ylamino)-piperidine-1-carboxylic acid tert-butyl ester (22.0 g, 43.9 mmol) in acetic acid (220 mL) under nitrogen. The reaction was evacuated and purged with hydrogen and the reaction warmed to 50° C. for 8 hours. The reaction vessel was recharged with hydrogen gas and stirred at room temperature for 18 hours. The mixture was then filtered through Celite® and the filt...